From a dataset of the Open Reaction Database (ORD), a public repository of structured organic reaction records. describe an organic reaction: reactants, conditions, products, and yield The reactants are Cl.Cl.NC1=CC(=C(C(=O)NCC2CCNCC2)C=C1Cl)OC (4-Amino-5-chloro-2-methoxy-N-(piperidin-4-ylmethyl)benzamide dihydrochloride), C1=C(C=CC2=CC=CC=C12)COCCCCCCl (5-(2-naphthylmethoxy)-pentyl chloride). Product: Cl.NC1=CC(=C(C(=O)NCC2CCN(CC2)CCCCCOCC2=CC3=CC=CC=C3C=C2)C=C1Cl)OC (4-amino-5-chloro-2-methoxy-N-((1-(5-(2-naphthylmethoxy)pentyl)piperidin-4-yl)methyl)benzamide hydrochloride). Yield: 95.9%. RXN SMILES: Cl.Cl.[NH2:3][C:4]1[C:19]([Cl:20])=[CH:18][C:7]([C:8]([NH:10][CH2:11][CH:12]2[CH2:17][CH2:16][NH:15][CH2:14][CH2:13]2)=[O:9])=[C:6]([O:21][CH3:22])[CH:5]=1.[CH:23]1[C:32]2[C:27](=[CH:28][CH:29]=[CH:30][CH:31]=2)[CH:26]=[CH:25][C:24]=1[CH2:33][O:34][CH2:35][CH2:36][CH2:37][CH2:38][CH2:39]Cl>>[ClH:20].[NH2:3][C:4]1[C:19]([Cl:20])=[CH:18][C:7]([C:8]([NH:10][CH2:11][CH:12]2[CH2:13][CH2:14][N:15]([CH2:39][CH2:38][CH2:37][CH2:36][CH2:35][O:34][CH2:33][C:24]3[CH:25]=[CH:26][C:27]4[C:32](=[CH:31][CH:30]=[CH:29][CH:28]=4)[CH:23]=3)[CH2:16][CH2:17]2)=[O:9])=[C:6]([O:21][CH3:22])[CH:5]=1 |f:0.1.2,4.5|. Procedure: 4-Amino-5-chloro-2-methoxy-N-(piperidin-4-ylmethyl)benzamide dihydrochloride (2.00 g) as starting compound and 5-(2-naphthylmethoxy)-pentyl chloride (1.88 g) were reacted and treated in the same manner as in Example 168 to give 1.45 g of 4-amino-5-chloro-2-methoxy-N-((1-(5-(2-naphthylmethoxy)pentyl)piperidin-4-yl)methyl)benzamide hydrochloride. Procedure details: Crude methyl 4-chloro-3′-((2-cyclopentyl-1-oxoisoindolin-5-yloxy)methyl)biphenyl-3-carboxylate (109 mg, 0.23 mmol) was dissolved in tetrahydrofuran (17 mL) and 2M LiOH (0.57 mL, 1.15 mmol) was added and the mixture was heated at reflux for 3 h. The solvent was evaporated and the residue was dissolved in water and neutralized using 2M HCl. The aqueous layer was extracted with ethyl acetate and the organic layer was dried over anhydrous Na2SO4. The solvent was evaporated in vacuo to obtain the cru... Product: ClC1=C(C=C(C=C1)C1=CC(=CC=C1)COC=1C=C2CN(C(C2=CC1)=O)C1CCCC1)C(=O)O (4-Chloro-3′-((2-cyclopentyl-1-oxoisoindolin-5-yloxy)-methyl)biphenyl-3-carboxylic acid). Run in O1CCCC1 (tetrahydrofuran). As a reaction SMILES: [Cl:1][C:2]1[CH:7]=[CH:6][C:5]([C:8]2[CH:13]=[CH:12][CH:11]=[C:10]([CH2:14][O:15][C:16]3[CH:17]=[C:18]4[C:22](=[CH:23][CH:24]=3)[C:21](=[O:25])[N:20]([CH:26]3[CH2:30][CH2:29][CH2:28][CH2:27]3)[CH2:19]4)[CH:9]=2)=[CH:4][C:3]=1[C:31]([O:33]C)=[O:32].[Li+].[OH-]>O1CCCC1>[Cl:1][C:2]1[CH:7]=[CH:6][C:5]([C:8]2[CH:13]=[CH:12][CH:11]=[C:10]([CH2:14][O:15][C:16]3[CH:17]=[C:18]4[C:22](=[CH:23][CH:24]=3)[C:21](=[O:25])[N:20]([CH:26]3[CH2:30][CH2:29][CH2:28][CH2:27]3)[CH2:19]4)[CH:9]=2)=[CH:4][C:3]=1[C:31]([OH:33])=[O:32] |f:1.2|. Starting materials: ClC1=C(C=C(C=C1)C1=CC(=CC=C1)COC=1C=C2CN(C(C2=CC1)=O)C1CCCC1)C(=O)OC (methyl 4-chloro-3′-((2-cyclopentyl-1-oxoisoindolin-5-yloxy)methyl)biphenyl-3-carboxylate), [Li+].[OH-] (LiOH). The yield is 45.2%.